This data is from the Open Reaction Database (ORD), a public repository of structured organic reaction records. The task is: describe an organic reaction: reactants, conditions, products, and yield Reactants: C1CCOC1, Cl, [Li+], [OH-], O, CCOC(=O)C1CC1c1ccncc1. Yields the product O=C(O)C1CC1c1ccncc1. As a reaction SMILES: [CH2:17]1[O:18][CH2:19][CH2:20][CH2:21]1.[ClH:23].[Li+:15].[OH-:16].[OH2:22].[n:1]1[cH:2][cH:3][c:4]([CH:7]2[CH:8]([C:10](=[O:11])[O:12][CH2:13][CH3:14])[CH2:9]2)[cH:5][cH:6]1>>[n:1]1[cH:2][cH:3][c:4]([CH:7]2[CH:8]([C:10](=[O:11])[OH:12])[CH2:9]2)[cH:5][cH:6]1. The reactants are OB(O)C1CC1, FC(F)Oc1cccnc1Br. Yields the product FC(F)Oc1cccnc1C1CC1. As a reaction SMILES: [CH:12]1([B:15]([OH:16])[OH:17])[CH2:13][CH2:14]1.[F:1][CH:2]([O:3][c:4]1[c:5]([Br:10])[n:6][cH:7][cH:8][cH:9]1)[F:11]>>[F:1][CH:2]([O:3][c:4]1[c:5]([CH:12]2[CH2:13][CH2:14]2)[n:6][cH:7][cH:8][cH:9]1)[F:11]. Starting materials: resultant mixture, C(C1=CC=CC=C1)N1C(C=C(N2C1=NC=1N(C(N(C(C21)=O)C)=O)C)O)=O (9-benzyl-1,3-dimethyl-6-(hydroxy)pyrimido[2,1-f]purine-2,4,8(1H,3H,9H)-trione), [BH4-].[Li+] (lithium borohydride), C(Cl)(Cl)Cl (chloroform), Cl (hydrochloric acid). The solvent is O (water), O1CCOCC1 (1,4-dioxane). Reaction conditions: time 0.5 hour. The product is C(C1=CC=CC=C1)N1C(C=C(N2C1=NC=1N(CN(C(C21)=O)C)C)O)=O (9-Benzyl-2,3-dihydro-1,3-dimethyl-6-(hydroxy)pyrimido[2,1-f]purine-4,8(1H,9H)-dione). Reaction SMILES: [CH2:1]([N:8]1[C:13]2=[N:14][C:15]3[N:16]([CH3:24])[C:17](=O)[N:18]([CH3:22])[C:19](=[O:21])[C:20]=3[N:12]2[C:11]([OH:25])=[CH:10][C:9]1=[O:26])[C:2]1[CH:7]=[CH:6][CH:5]=[CH:4][CH:3]=1.[BH4-].[Li+].C(Cl)(Cl)Cl.Cl>O1CCOCC1.O>[CH2:1]([N:8]1[C:13]2=[N:14][C:15]3[N:16]([CH3:24])[CH2:17][N:18]([CH3:22])[C:19](=[O:21])[C:20]=3[N:12]2[C:11]([OH:25])=[CH:10][C:9]1=[O:26])[C:2]1[CH:7]=[CH:6][CH:5]=[CH:4][CH:3]=1 |f:1.2|. Procedure details: To a suspension of 395 g. (1.12 moles) of 9-benzyl-1,3-dimethyl-6-(hydroxy)pyrimido[2,1-f]purine-2,4,8(1H,3H,9H)-trione in 10.5 liters of dry 1,4-dioxane, add 68.1 g. (3.14 moles) of lithium borohydride in portions. Maintain the reaction temperature at 20°-25° C. by controlling the rate of addition and by use of a cooling bath as needed. Stir the mixture at room temperature for 0.5 hour, then reflux for 18 hours. Remove solvent under reduced pressure. Allow the residue to cool; then add 4.5 lite... The reactants are C(=O)(O)CCC=1C(=C(NC1C=C1C(NC2=CC(=CC=C12)C1=CC(=CC=C1)OCC)=O)C(=O)O)C (4-(2-Carboxyethyl)-5-[6-(3-ethoxyphenyl)-2-oxo-1,2-dihydroindol-3-ylidenemethyl]-3-methyl-1H-pyrrole-2-carboxylic acid), Cl (hydrochloric acid), [OH-].[K+] (potassium hydroxide), O (water). Solvent: C(CO)O (ethylene glycol). Conditions: temperature 100 celsius, time 2.5 hour. Yields the product C(C)OC=1C=C(C=CC1)C1=CC=C2C(C(NC2=C1)=O)=CC=1NC=C(C1CCC(=O)O)C (3-{2-[6-(3-ethoxyphenyl)-2-oxo-1,2-dihydroindol-3-ylidenemethyl]-4-methyl-1H-pyrrol-3-yl}-propionic acid). Isolated yield 44.2%. Reaction SMILES: [C:1]([CH2:4][CH2:5][C:6]1[C:7]([CH3:34])=[C:8](C(O)=O)[NH:9][C:10]=1[CH:11]=[C:12]1[C:20]2[C:15](=[CH:16][C:17]([C:21]3[CH:26]=[CH:25][CH:24]=[C:23]([O:27][CH2:28][CH3:29])[CH:22]=3)=[CH:18][CH:19]=2)[NH:14][C:13]1=[O:30])([OH:3])=[O:2].[OH-].[K+].O.Cl>C(O)CO>[CH2:28]([O:27][C:23]1[CH:22]=[C:21]([C:17]2[CH:16]=[C:15]3[C:20]([C:12](=[CH:11][C:10]4[NH:9][CH:8]=[C:7]([CH3:34])[C:6]=4[CH2:5][CH2:4][C:1]([OH:3])=[O:2])[C:13](=[O:30])[NH:14]3)=[CH:19][CH:18]=2)[CH:26]=[CH:25][CH:24]=1)[CH3:29] |f:1.2|. Procedure: 4-(2-Carboxyethyl)-5-[6-(3-ethoxyphenyl)-2-oxo-1,2-dihydroindol-3-ylidenemethyl]-3-methyl-1H-pyrrole-2-carboxylic acid (350 mg) suspended in ethylene glycol (5 mL) was held in a sealed tube in a pre-heated oil bath at 200° C. for 2.5 hours. The reaction mixture was cooled to 100° C. and potassium hydroxide (4 pellets) was added. It was then stirred at 100° C. for 2 hours. The reaction mixture was cooled, poured into water, and acidified with 2 N hydrochloric acid to pH 2. The precipitate was fil... The solvent is O (water), C(C)#N (acetonitrile), O (water). Product: ClC=1C(=NN(C1OC(F)F)C)C=1C(=CC(=C(C(=O)O)C1)Cl)Cl (5-(4-Chloro-5-difluoromethoxy-1-methyl-1H-pyrazol-3-yl)-2,4-dichlorobenzoic acid). Reaction SMILES: O.O.P([O-])(O)(O)=O.[Na+].[Cl:9][C:10]1[C:11]([C:20]2[C:21]([Cl:29])=[CH:22][C:23]([Cl:28])=[C:24]([CH:27]=2)[CH:25]=[O:26])=[N:12][N:13]([CH3:19])[C:14]=1[O:15][CH:16]([F:18])[F:17].OO.Cl([O-])=[O:33].[Na+].Cl>O.C(#N)C>[Cl:9][C:10]1[C:11]([C:20]2[C:21]([Cl:29])=[CH:22][C:23]([Cl:28])=[C:24]([CH:27]=2)[C:25]([OH:33])=[O:26])=[N:12][N:13]([CH3:19])[C:14]=1[O:15][CH:16]([F:17])[F:18] |f:0.1.2.3,6.7|. Reactants: O.O.P(=O)(O)(O)[O-].[Na+] (sodium dihydrogen phosphate dihydrate), ClC=1C(=NN(C1OC(F)F)C)C=1C(=CC(=C(C=O)C1)Cl)Cl (5-(4-chloro-5-difluoromethoxy-1-methyl-1H-pyrazol-3-yl)-2,4-dichlorobenzaldehyde), Cl (hydrochloric acid), OO (hydrogen peroxide), Cl(=O)[O-].[Na+] (sodium chlorite). Procedure: A solution of 2.5 g (16 mmol) of sodium dihydrogen phosphate dihydrate in 25 ml of water was added dropwise at 10-15° C. to a solution of 21.3 g (60 mmol) of 5-(4-chloro-5-difluoromethoxy-1-methyl-1H-pyrazol-3-yl)-2,4-dichlorobenzaldehyde in 120 ml of acetonitrile. 6 ml of a 30% by weight hydrogen peroxide solution and then, in the course of two hours, a solution of 8.7 g (96 mmol) of sodium chlorite in 80 ml of water were added dropwise to this mixture. The reaction mixture was stirred for a fu... The solvent is CCOCC (ether), C([O-])(O)=O.[Na+] (sodium bicarbonate), O1CCCC1 (tetrahydrofuran). The product is C1(=CC=CC=2C[C@H]([C@@H](CC12)O)O)O (trans-5,6,7,8-Tetrahydro-1,6,7-naphthalenetriol). Procedure details: A solution of 8.0 g of 5,6,7,8-tetrahydro-6,7-epoxy-1-naphthol in 100 ml of tetrahydrofuran is cooled to 0° C. and 20 ml of water and 0.5 ml of 70% perchloric acid are added. After 4 hours, a further 1.5 ml of acid is added and the solution is stirred for 16 hours at ambient temperature and diluted with 100 ml each of ether, 10% sodium bicarbonate and saturated salt solution. The aqueous layer is separated and washed with 150 ml of 1:1 ether-tetrahydrofuran. The organic phase is washed with satu... Reaction SMILES: [O:1]1[CH:11]2[CH:2]1[CH2:3][C:4]1[CH:5]=[CH:6][CH:7]=[C:8]([OH:12])[C:9]=1[CH2:10]2.O.Cl(O)(=O)(=O)=[O:15].C(Cl)(Cl)Cl>O1CCCC1.CCOCC.C(=O)(O)[O-].[Na+]>[C:8]1([OH:12])[C:9]2[CH2:10][C@@H:11]([OH:1])[C@H:2]([OH:15])[CH2:3][C:4]=2[CH:5]=[CH:6][CH:7]=1 |f:6.7|. Reaction conditions: time 4 hour. Starting materials: acid, O1C2CC=3C=CC=C(C3CC21)O (5,6,7,8-tetrahydro-6,7-epoxy-1-naphthol), O (water), Cl(=O)(=O)(=O)O (perchloric acid), C(Cl)(Cl)Cl (chloroform). The reactants are Cl, Nc1cc(C(F)(F)F)cc(Cl)c1Cl, [Na+], O=[N+]([O-])[O-], O. Product: FC(F)(F)c1cc(Cl)c(Cl)c(Cl)c1. As a reaction SMILES: [ClH:19].[NH2:6][c:7]1[c:8]([Cl:18])[c:9]([Cl:17])[cH:10][c:11]([C:13]([F:14])([F:15])[F:16])[cH:12]1.[Na+:1].[O-:2][N+:3](=[O:4])[O-:5].[OH2:20]>>[c:7]1([Cl:19])[c:8]([Cl:18])[c:9]([Cl:17])[cH:10][c:11]([C:13]([F:14])([F:15])[F:16])[cH:12]1. Starting materials: ClC=1C=CC=2C3=C(NC2C1)C(=CN=C3N[C@H]3[C@@H](C[C@@H](CC3)O)C)C#N (7-chloro-1-{[(1R,2R,4R)-4-hydroxy-2-methylcyclohexyl]amino}-5H-pyrido[4,3-b]indole-4-carbonitrile), CN1N=CC(=C1)B1OC(C(O1)(C)C)(C)C (1-methyl-4-(4,4,5,5-tetramethyl-1,3,2-dioxaborolan-2-yl)-1H-pyrazole), C1(CCCCC1)P(C1CCCCC1)C1CCCCC1 (tricyclohexylphosphine), [O-]P(=O)([O-])[O-].[K+].[K+].[K+] (K3PO4). Procedure: A flask containing 7-chloro-1-{[(1R,2R,4R)-4-hydroxy-2-methylcyclohexyl]amino}-5H-pyrido[4,3-b]indole-4-carbonitrile (37 mg, 0.104 mmol), 1-methyl-4-(4,4,5,5-tetramethyl-1,3,2-dioxaborolan-2-yl)-1H-pyrazole (65 mg, 0.31 mmol), Pd2(dba)3 (9.6 mg, 0.010 mmol), tricyclohexylphosphine (7.3 mg, 0.026 mmol), and K3PO4 (1.27 M, 0.28 mL, 0.35 mmol) was evacuated and refilled with nitrogen (×3). Dioxane (3 mL) was added to the mixture, and the resultant reaction mixture was heated to 100° C. overnight, a... Reagents/catalysts: C=1C=CC(=CC1)/C=C/C(=O)/C=C/C2=CC=CC=C2.C=1C=CC(=CC1)/C=C/C(=O)/C=C/C2=CC=CC=C2.C=1C=CC(=CC1)/C=C/C(=O)/C=C/C2=CC=CC=C2.[Pd].[Pd] (Pd2(dba)3). Reaction SMILES: Cl[C:2]1[CH:3]=[CH:4][C:5]2[C:6]3[C:14]([NH:15][C@@H:16]4[CH2:21][CH2:20][C@@H:19]([OH:22])[CH2:18][C@H:17]4[CH3:23])=[N:13][CH:12]=[C:11]([C:24]#[N:25])[C:7]=3[NH:8][C:9]=2[CH:10]=1.[CH3:26][N:27]1[CH:31]=[C:30](B2OC(C)(C)C(C)(C)O2)[CH:29]=[N:28]1.C1(P(C2CCCCC2)C2CCCCC2)CCCCC1.[O-]P([O-])([O-])=O.[K+].[K+].[K+]>C1C=CC(/C=C/C(/C=C/C2C=CC=CC=2)=O)=CC=1.C1C=CC(/C=C/C(/C=C/C2C=CC=CC=2)=O)=CC=1.C1C=CC(/C=C/C(/C=C/C2C=CC=CC=2)=O)=CC=1.[Pd].[Pd]>[OH:22][C@@H:19]1[CH2:20][CH2:21][C@@H:16]([NH:15][C:14]2[C:6]3[C:5]4[CH:4]=[CH:3][C:2]([C:30]5[CH:29]=[N:28][N:27]([CH3:26])[CH:31]=5)=[CH:10][C:9]=4[NH:8][C:7]=3[C:11]([C:24]#[N:25])=[CH:12][N:13]=2)[C@H:17]([CH3:23])[CH2:18]1 |f:3.4.5.6,7.8.9.10.11|. Conditions: temperature 100 celsius. Yields the product O[C@H]1C[C@H]([C@@H](CC1)NC1=NC=C(C=2NC=3C=C(C=CC3C21)C=2C=NN(C2)C)C#N)C (1-{[(1R,2R,4R)-4-Hydroxy-2-methylcyclohexyl]amino}-7-(1-methyl-1H-pyrazol-4-yl)-5H-pyrido[4,3-b]indole-4-carbonitrile). Reactants: C[Si]([N-][Si](C)(C)C)(C)C.[Li+] (Lithium hexamethyldisilazide), solution, FC(C(=O)OC)(C(F)F)F (methyl 2,2,3,3-tetrafluoropropionate), [Cl-].[NH4+] (ammonium chloride), C(C)(=O)OCC (ethyl acetate), Cl (HCl). Solvent: C1CCOC1 (THF). Run at time 1 hour. The product is FC(C(CC(=O)OCC)=O)(C(F)F)F (Ethyl 4,4,5,5-tetrafluoro-3-oxo-pentanoate). Isolated yield 0.1%. As a reaction SMILES: C[Si](C)(C)[N-][Si](C)(C)C.[Li+].[C:11]([O:14][CH2:15][CH3:16])(=[O:13])[CH3:12].[F:17][C:18]([F:26])([CH:23]([F:25])[F:24])[C:19](OC)=[O:20].[Cl-].[NH4+].Cl>C1COCC1>[F:17][C:18]([F:26])([CH:23]([F:25])[F:24])[C:19](=[O:20])[CH2:12][C:11]([O:14][CH2:15][CH3:16])=[O:13] |f:0.1,4.5|. Procedure: Lithium hexamethyldisilazide (250 ml of a 1M solution in THF, 0.25 mol) was cooled in an argon atmosphere to −78° C. and ethyl acetate (23 ml, 0.26 mol) was added dropwise with stirring. Stirring was continued for one hour at −78° C., then methyl 2,2,3,3-tetrafluoropropionate (22 g, 0.137 mol) was added dropwise with stirring. Stirring was continued for three hours at −78° C., then a saturated solution of ammonium chloride (175 ml) was added dropwise. The mixture was allowed to reach room temper...